From a dataset of the Open Reaction Database (ORD), a public repository of structured organic reaction records. describe an organic reaction: reactants, conditions, products, and yield The product is [N+](=O)([O-])C1=C(CN2CCCC2)C=CC=C1 (1-(2-nitrobenzyl)pyrrolidine). Conditions: temperature 60 celsius, time 24 hour. As a reaction SMILES: Br[CH2:2][C:3]1[CH:8]=[CH:7][CH:6]=[CH:5][C:4]=1[N+:9]([O-:11])=[O:10].[NH:12]1[CH2:16][CH2:15][CH2:14][CH2:13]1.C(N(CC)C(C)C)(C)C.C(OCC)(=O)C>CN(C=O)C.[Cl-].[Na+].O>[N+:9]([C:4]1[CH:5]=[CH:6][CH:7]=[CH:8][C:3]=1[CH2:2][N:12]1[CH2:16][CH2:15][CH2:14][CH2:13]1)([O-:11])=[O:10] |f:5.6.7|. The solvent is [Cl-].[Na+].O (brine), CN(C)C=O (DMF). The reactants are C(C)(=O)OCC (ethyl acetate), BrCC1=C(C=CC=C1)[N+](=O)[O-] (1-(bromomethyl)-2-nitrobenzene), N1CCCC1 (pyrrolidine), C(C)(C)N(C(C)C)CC (N,N-diisopropylethylamine). Reported procedure: To a stirred solution of 1-(bromomethyl)-2-nitrobenzene (2.10 g) in DMF (20 mL) was added pyrrolidine (0.95 mL) and N,N-diisopropylethylamine (2.54 mL), and the mixture was stirred at 60° C. for 24 hours. The resulting mixture was poured into ethyl acetate and brine. The organic phase was separated and washed with brine, dried over sodium sulfate. The solvent was evaporated in vacuo and the residue was purified by silica gel column chromatography to give 1-(2-nitrobenzyl)pyrrolidine (1.92 g) as ... The reactants are NC1=C(C(=O)N)C=C(C=C1)Cl (2-amino-5-chlorobenzamide), II, ClC=1N=C(C2=C(N1)N(C=C2)S(=O)(=O)C2=CC=C(C=C2)C)Cl (2,4-dichloro-7-[(4-methylphenyl)sulfonyl]-7H-pyrrolo[2,3-d]pyrimidine). Product: ClC=1C=CC(=C(C(=O)N)C1)NC=1C2=C(N=C(N1)Cl)N(C=C2)S(=O)(=O)C2=CC=C(C=C2)C (5-chloro-2-({2-chloro-7-[(4-methylphenyl)sulfonyl]-7H-pyrrolo[2,3-d]pyrimidin-4-yl}amino)benzamide), solid. The yield is 57.0%. As a reaction SMILES: [Cl:1][C:2]1[N:3]=[C:4](Cl)[C:5]2[CH:10]=[CH:9][N:8]([S:11]([C:14]3[CH:19]=[CH:18][C:17]([CH3:20])=[CH:16][CH:15]=3)(=[O:13])=[O:12])[C:6]=2[N:7]=1.[NH2:22][C:23]1[CH:31]=[CH:30][C:29]([Cl:32])=[CH:28][C:24]=1[C:25]([NH2:27])=[O:26]>>[Cl:32][C:29]1[CH:30]=[CH:31][C:23]([NH:22][C:4]2[C:5]3[CH:10]=[CH:9][N:8]([S:11]([C:14]4[CH:19]=[CH:18][C:17]([CH3:20])=[CH:16][CH:15]=4)(=[O:13])=[O:12])[C:6]=3[N:7]=[C:2]([Cl:1])[N:3]=2)=[C:24]([CH:28]=1)[C:25]([NH2:27])=[O:26]. Reported procedure: Using General Protocol II and starting with 2,4-dichloro-7-[(4-methylphenyl)sulfonyl]-7H-pyrrolo[2,3-d]pyrimidine (2.5 g, 7.3 mmol) and 2-amino-5-chlorobenzamide (3.73 g, 22 mmol), 5-chloro-2-({2-chloro-7-[(4-methylphenyl)sulfonyl]-7H-pyrrolo[2,3-d]pyrimidin-4-yl}amino)benzamide was isolated as a yellow solid (2.0 g, 57% Yield); 1H NMR (400 MHz, DMSO-d6) δ ppm 2.36 (s, 3 H), 6.70 (d, J=4.03 Hz, 1 H), 7.47 (d, J=8.23 Hz, 2 H), 7.64 (dd, J=8.87, 2.47 Hz, 1 H), 7.76 (d, J=3.84 Hz, 1 H), 7.88 (d, J=...